From a dataset of the Open Reaction Database (ORD), a public repository of structured organic reaction records. describe an organic reaction: reactants, conditions, products, and yield Reactants: O1CCCC=C1 (dihydropyran), NC=1C=C(C=CC1)CC(=O)OC (methyl m-aminophenylacetate), ClC1=CC=C(C=C1)S(=O)(=O)NC(C(=O)O)CO ((RS)-2-(4-chlorobenzenesulfonylamino)-3-hydroxypropanoic acid). Product: ClC1=CC=C(C=C1)S(=O)(=O)NC(C(=O)NC1=CC(=CC=C1)CC(=O)OC)COC1OCCCC1 ((RS)-2-(4-chlorobenzenesulfonylamino)-N-(3-(methoxycarbonylmethyl)phenyl)-3-(tetrahydropyran-2-yloxy)propanamide). RXN SMILES: [O:1]1[CH:6]=[CH:5][CH2:4][CH2:3][CH2:2]1.[NH2:7][C:8]1[CH:9]=[C:10]([CH2:14][C:15]([O:17][CH3:18])=[O:16])[CH:11]=[CH:12][CH:13]=1.[Cl:19][C:20]1[CH:25]=[CH:24][C:23]([S:26]([NH:29][CH:30]([CH2:34][OH:35])[C:31](O)=[O:32])(=[O:28])=[O:27])=[CH:22][CH:21]=1>>[Cl:19][C:20]1[CH:21]=[CH:22][C:23]([S:26]([NH:29][CH:30]([CH2:34][O:35][CH:6]2[CH2:5][CH2:4][CH2:3][CH2:2][O:1]2)[C:31]([NH:7][C:8]2[CH:13]=[CH:12][CH:11]=[C:10]([CH2:14][C:15]([O:17][CH3:18])=[O:16])[CH:9]=2)=[O:32])(=[O:27])=[O:28])=[CH:24][CH:25]=1. Procedure details: The procedure described in Example 1 was repeated, except that dihydropyran (0.4 ml) and methyl m-aminophenylacetate (604 mg) were successively reacted with (RS)-2-(4-chlorobenzenesulfonylamino)-3-hydroxypropanoic acid (893 mg) to obtain (RS)-2-(4-chlorobenzenesulfonylamino)-N-(3-(methoxycarbonylmethyl)phenyl)-3-(tetrahydropyran-2-yloxy)propanamide (624 mg). Reactants: C(C1=CC=CC=C1)(=O)OCC1CCC(CC1)CN(S(=O)(=O)NC(C1=CC(=CC(=C1)C(F)(F)F)C(F)(F)F)=O)CC1=CC=CC=C1 ((4-{[benzyl({[3,5-bis(trifluoromethyl)benzoyl]amino}sulfonyl)amino]methyl}cyclohexyl)methyl benzoate), C(CCCC)(=O)Cl (valeryl chloride), C(C1=CC=CC=C1)(=O)Cl (benzoyl chloride). Yields the product C(CCCC)(=O)OCC1CCC(CC1)CN(S(=O)(=O)NC(C1=CC(=CC(=C1)C(F)(F)F)C(F)(F)F)=O)CC1=CC=CC=C1 ((4-{[benzyl({[3,5-bis(trifluoromethyl)benzoyl]amino}sulfonyl)amino]methyl}cyclohexyl)methyl pentanoate). Reaction SMILES: [C:1]([O:9][CH2:10][CH:11]1[CH2:16][CH2:15][CH:14]([CH2:17][N:18]([CH2:39][C:40]2[CH:45]=[CH:44][CH:43]=[CH:42][CH:41]=2)[S:19]([NH:22][C:23](=[O:38])[C:24]2[CH:29]=[C:28]([C:30]([F:33])([F:32])[F:31])[CH:27]=[C:26]([C:34]([F:37])([F:36])[F:35])[CH:25]=2)(=[O:21])=[O:20])[CH2:13][CH2:12]1)(=[O:8])[C:2]1C=C[CH:5]=[CH:4][CH:3]=1.C(Cl)(=O)CCCC.C(Cl)(=O)C1C=CC=CC=1>>[C:1]([O:9][CH2:10][CH:11]1[CH2:16][CH2:15][CH:14]([CH2:17][N:18]([CH2:39][C:40]2[CH:41]=[CH:42][CH:43]=[CH:44][CH:45]=2)[S:19]([NH:22][C:23](=[O:38])[C:24]2[CH:25]=[C:26]([C:34]([F:35])([F:36])[F:37])[CH:27]=[C:28]([C:30]([F:33])([F:31])[F:32])[CH:29]=2)(=[O:21])=[O:20])[CH2:13][CH2:12]1)(=[O:8])[CH2:2][CH2:3][CH2:4][CH3:5]. Reported procedure: Following procedure to make (5), valeryl chloride was substituted for benzoyl chloride to give the title compound after purification. 1H NMR (500 MHz, DMSO-d6): δ 8.45 (s, 2H), 8.14 (s, 1H), 7.36 (d, 2H), 7.25 (t, 2H), 7.17 (t, 1H), 4.38 (s, 2H), 3.70 (d, 2H), 3.30 (water), 2.917 (d, 2H), 2.48 (DMSO), 2.22 (t, 2H), 1.62 (m, 2H), 1.52 (m, 2H), 1.45 (m, 2H), 1.37 (m, 1H), 1.26 (m, 1H), 1.22 (m, 2H), 0.82 (t, 3H), 0.63 (m, 4H). Reactants: CSCCC(CC#N)N1N=CC(=C1)C=1C2=C(N=CN1)NC=C2 (5-(methylthio)-3-[4-(7H-pyrrolo[2,3-d]pyrimidin-4-yl)-1H-pyrazol-1-yl]-pentanenitrile), OO (hydrogen peroxide), C(C)#N (ACN). The product is CS(=O)CCC(CC#N)N1N=CC(=C1)C=1C2=C(N=CN1)NC=C2 (5-(Methylsulfinyl)-3-[4-(7H-pyrrolo[2,3-d]pyrimidin-4-yl)-1H-pyrazol-1-yl]-pentanenitrile). Yield: 30.5%. As a reaction SMILES: [CH3:1][S:2][CH2:3][CH2:4][CH:5]([N:9]1[CH:13]=[C:12]([C:14]2[C:15]3[CH:22]=[CH:21][NH:20][C:16]=3[N:17]=[CH:18][N:19]=2)[CH:11]=[N:10]1)[CH2:6][C:7]#[N:8].[OH:23]O.C(#N)C>>[CH3:1][S:2]([CH2:3][CH2:4][CH:5]([N:9]1[CH:13]=[C:12]([C:14]2[C:15]3[CH:22]=[CH:21][NH:20][C:16]=3[N:17]=[CH:18][N:19]=2)[CH:11]=[N:10]1)[CH2:6][C:7]#[N:8])=[O:23]. Procedure: A solution of 5-(methylthio)-3-[4-(7H-pyrrolo[2,3-d]pyrimidin-4-yl)-1H-pyrazol-1-yl]-pentanenitrile (0.065 g, 0.00021 mol) and hydrogen peroxide (0.022 mL, 0.00023 mol) in ACN (1 mL, 0.02 mol) was stirred overnight. The reaction was concentrated and purified by HPLC to give 21 mg of a solid. The solid was triturated with MTBE (1 mL)/DCM (10 drops). The solid was filtered and washed to give 13 mg of a white solid (20% yield) which was dried rt to 50° C. for 2 h. Starting materials: c1ccc(CN2CCNCC2)cc1, CCOC(C)=O, COC(=O)c1cc(F)c(F)cc1F, C1CCOC1. Product: COC(=O)c1cc(F)c(N2CCN(Cc3ccccc3)CC2)cc1F. RXN SMILES: [CH2:19]([c:20]1[cH:21][cH:22][cH:23][cH:24][cH:25]1)[N:26]1[CH2:27][CH2:28][NH:29][CH2:30][CH2:31]1.[CH3:32][CH2:33][O:34][C:35](=[O:36])[CH3:37].[F:6][c:7]1[c:8]([C:9](=[O:10])[O:11][CH3:12])[cH:13][c:14]([F:18])[c:15]([F:17])[cH:16]1.[O:1]1[CH2:2][CH2:3][CH2:4][CH2:5]1>>[F:6][c:7]1[c:8]([C:9](=[O:10])[O:11][CH3:12])[cH:13][c:14]([F:18])[c:15]([N:29]2[CH2:28][CH2:27][N:26]([CH2:19][c:20]3[cH:21][cH:22][cH:23][cH:24][cH:25]3)[CH2:31][CH2:30]2)[cH:16]1. The product is CC(C)(C)c1cc(NC(=O)Nc2cccc(Oc3ncnc4cc5c(cc34)OCCO5)c2)no1. RXN SMILES: [C:1]([CH3:2])([CH3:3])([CH3:4])[c:5]1[cH:6][c:7]([NH:10][C:11](=[O:12])[NH:13][c:14]2[cH:15][c:16]([OH:20])[cH:17][cH:18][cH:19]2)[n:8][o:9]1.[C:36](=[O:37])([O-:38])[O-:39].[CH:42]([OH:43])([CH3:44])[CH3:45].[Cl:21][c:22]1[n:23][cH:24][n:25][c:26]2[cH:27][c:28]3[c:29]([cH:30][c:31]12)[O:32][CH2:33][CH2:34][O:35]3.[Cs+:40].[Cs+:41]>>[C:1]([CH3:2])([CH3:3])([CH3:4])[c:5]1[cH:6][c:7]([NH:10][C:11](=[O:12])[NH:13][c:14]2[cH:15][c:16]([O:20][c:22]3[n:23][cH:24][n:25][c:26]4[cH:27][c:28]5[c:29]([cH:30][c:31]34)[O:32][CH2:33][CH2:34][O:35]5)[cH:17][cH:18][cH:19]2)[n:8][o:9]1. Starting materials: CC(C)(C)c1cc(NC(=O)Nc2cccc(O)c2)no1, O=C([O-])[O-], CC(C)O, Clc1ncnc2cc3c(cc12)OCCO3, [Cs+], [Cs+]. Reactants: Cc1ccccc1, CCOCC, Cc1nn(-c2cc(OC(C)C(=O)O)c(Cl)cc2Cl)c(=O)n1C(F)F, CC(CO)[N+](=O)[O-], O, O, Cc1ccc(S(=O)(=O)O)cc1. The product is Cc1nn(-c2cc(OC(C)C(=O)OCC(C)[N+](=O)[O-])c(Cl)cc2Cl)c(=O)n1C(F)F. As a reaction SMILES: [CH3:45][c:46]1[cH:47][cH:48][cH:49][cH:50][cH:51]1.[CH3:52][CH2:53][O:54][CH2:55][CH3:56].[Cl:1][c:2]1[c:3]([O:4][CH:5]([C:6](=[O:7])[OH:8])[CH3:9])[cH:10][c:11](-[n:15]2[n:16][c:17]([CH3:24])[n:18]([CH:21]([F:22])[F:23])[c:19]2=[O:20])[c:12]([Cl:14])[cH:13]1.[N+:25](=[O:26])([O-:27])[CH:28]([CH2:29][OH:30])[CH3:31].[OH2:32].[OH2:44].[c:33]1([CH3:34])[cH:35][cH:36][c:37]([S:38]([OH:39])(=[O:40])=[O:41])[cH:42][cH:43]1>>[Cl:1][c:2]1[c:3]([O:4][CH:5]([C:6](=[O:7])[O:8][CH2:29][CH:28]([N+:25](=[O:26])[O-:27])[CH3:31])[CH3:9])[cH:10][c:11](-[n:15]2[n:16][c:17]([CH3:24])[n:18]([CH:21]([F:22])[F:23])[c:19]2=[O:20])[c:12]([Cl:14])[cH:13]1.